From a dataset of the Open Reaction Database (ORD), a public repository of structured organic reaction records. describe an organic reaction: reactants, conditions, products, and yield Reactants: C(C#CC)OC1=CC=C(C=C1)C[C@@H](C(=O)OC)NC(=O)[C@H]([C@@](C(=O)O)(O)CC#N)\C=C\CCCCCCC(CCCCCCC)=O ((E)-(2S,3S)-3-[(S)-2-(4-but-2-ynyloxy-phenyl)-1-methoxycarbonyl-ethylcarbamoyl]-2-cyanomethyl-2-hydroxy-12-oxo-nonadec-4-enoic acid), [Li+].[OH-] (LiOH). Solvent: CO (methanol). Yields the product C(C#CC)OC1=CC=C(C=C1)C[C@@H](C(=O)O)NC(=O)[C@H]([C@@](C(=O)O)(O)CC#N)\C=C\CCCCCCC(CCCCCCC)=O ((E)-(2S,3S)-3-[(S)-2-(4-But-2-ynyloxy-phenyl)-1-carboxy-ethylcarbamoyl]-2-cyanomethyl-2-hydroxy-12-oxo-nonadec-4-enoic acid). Isolated yield 13.9%. As a reaction SMILES: [CH2:1]([O:5][C:6]1[CH:11]=[CH:10][C:9]([CH2:12][C@H:13]([NH:18][C:19]([C@@H:21](/[CH:30]=[CH:31]/[CH2:32][CH2:33][CH2:34][CH2:35][CH2:36][CH2:37][C:38](=[O:46])[CH2:39][CH2:40][CH2:41][CH2:42][CH2:43][CH2:44][CH3:45])[C@:22]([CH2:27][C:28]#[N:29])([OH:26])[C:23]([OH:25])=[O:24])=[O:20])[C:14]([O:16]C)=[O:15])=[CH:8][CH:7]=1)[C:2]#[C:3][CH3:4].[Li+].[OH-]>CO>[CH2:1]([O:5][C:6]1[CH:11]=[CH:10][C:9]([CH2:12][C@H:13]([NH:18][C:19]([C@@H:21](/[CH:30]=[CH:31]/[CH2:32][CH2:33][CH2:34][CH2:35][CH2:36][CH2:37][C:38](=[O:46])[CH2:39][CH2:40][CH2:41][CH2:42][CH2:43][CH2:44][CH3:45])[C@:22]([CH2:27][C:28]#[N:29])([OH:26])[C:23]([OH:25])=[O:24])=[O:20])[C:14]([OH:16])=[O:15])=[CH:8][CH:7]=1)[C:2]#[C:3][CH3:4] |f:1.2|. Procedure: No. 5250270, (E)-(2S,3S)-3-[(S)-2-(4-but-2-ynyloxy-phenyl)-1-methoxycarbonyl-ethylcarbamoyl]-2-cyanomethyl-2-hydroxy-12-oxo-nonadec-4-enoic acid (81 mg, 0.127 mmol) was dissolved in methanol (4.0 mL), and 2 M LiOH (0.40 mL) was added. The mixture was stirred at room temperature. After confirming the consumption of the starting materials by LCMS, 1 M hydrochloric acid was added, and the mixture was extracted with ethyl acetate. The resulting organic layer was washed with a saturated brine and the...